describe an organic reaction: reactants, conditions, products, and yield From a dataset of the Open Reaction Database (ORD), a public repository of structured organic reaction records. Reactants: C[Li] (methyl lithium), COC([C@H](CC(=O)Cl)NC(=O)OCC1=CC=CC=C1)=O ((S)-2-Benzyloxycarbonylamino-3-chlorocarbonyl-propionic acid methyl ester). Reagents/catalysts: [Cu]I (copper (I) iodide). Solvent: CCOCC (ether), C1CCOC1 (THF). Run at temperature 0 celsius, time 10 minute. Product: COC([C@H](CC(C)=O)NC(=O)OCC1=CC=CC=C1)=O ((S)-2-benzyloxycarbonylamino-4-oxo-pentanoic acid methyl ester). Isolated yield 26.3%. As a reaction SMILES: [CH3:1][Li].[CH3:3][O:4][C:5](=[O:22])[C@@H:6]([NH:11][C:12]([O:14][CH2:15][C:16]1[CH:21]=[CH:20][CH:19]=[CH:18][CH:17]=1)=[O:13])[CH2:7][C:8](Cl)=[O:9]>CCOCC.C1COCC1.[Cu]I>[CH3:3][O:4][C:5](=[O:22])[C@@H:6]([NH:11][C:12]([O:14][CH2:15][C:16]1[CH:21]=[CH:20][CH:19]=[CH:18][CH:17]=1)=[O:13])[CH2:7][C:8](=[O:9])[CH3:1]. Procedure details: To a cooled to 0° C. suspension of copper (I) iodide in ether (20 mL) under N2 is slowly added methyl lithium (1.6 M solution in ether, 21.3 mmol, 13.3 mL). The mixture is stirred at 0° C. for 10 min then cooled to −78° C. A solution of 3.55 mmol of (S)-2-Benzyloxycarbonylamino-3-chlorocarbonyl-propionic acid methyl ester (Ref: Synth. Comm 1993, 23(18), 2511-2526) in 12 mL of dry THF is added drop wise. The mixture is stirred at −78° C. for 30 min then quenched by adding methanol (2 mL). The mix... Starting materials: C(CCC)N(CCCC)CCCC (tri-n-butylamine), C(C)(C)O (isopropanol), O=C1N2CCC3=C(C2=C(C=C1C1=CC=CC=C1)C(=O)O)SC=C3 (4,5-dihydro-7-oxo-8-phenyl-7H-thieno[2,3-a]quinolizine-10-carboxylic acid), [I-].C[N+]1=C(C=CC=C1)Cl (N-methyl-2-chloropyridinium iodide). Run in C(Cl)Cl (methylene chloride). Yields the product O=C1N2CCC3=C(C2=C(C=C1C1=CC=CC=C1)C(=O)OC(C)C)SC=C3 (isopropyl 4,5-dihydro-7-oxo-8-phenyl-7H-thieno[2,3-a]quinolizine-10-carboxylate). As a reaction SMILES: C(N(CCCC)CCCC)CCC.[CH:14]([OH:17])([CH3:16])[CH3:15].[O:18]=[C:19]1[C:28]([C:29]2[CH:34]=[CH:33][CH:32]=[CH:31][CH:30]=2)=[CH:27][C:26]([C:35](O)=[O:36])=[C:25]2[N:20]1[CH2:21][CH2:22][C:23]1[CH:40]=[CH:39][S:38][C:24]=12.[I-].C[N+]1C=CC=CC=1Cl>C(Cl)Cl>[O:18]=[C:19]1[C:28]([C:29]2[CH:34]=[CH:33][CH:32]=[CH:31][CH:30]=2)=[CH:27][C:26]([C:35]([O:17][CH:14]([CH3:16])[CH3:15])=[O:36])=[C:25]2[N:20]1[CH2:21][CH2:22][C:23]1[CH:40]=[CH:39][S:38][C:24]=12 |f:3.4|. Procedure: 7.1 ml of tri-n-butylamine and 6.1 ml of isopropanol were added to a suspension of 2.0 g of 4,5-dihydro-7-oxo-8-phenyl-7H-thieno[2,3-a]quinolizine-10-carboxylic acid and 3.8 g of N-methyl-2-chloropyridinium iodide in 12.5 ml of methylene chloride, the reaction mixture was stirred under reflux for 24 hours, evaporated in vacuo and the residue was chromatographed on silica gel with toluene/ethyl acetate (9:1). After crystallization from methanol, there was obtained pure isopropyl 4,5-dihydro-7-oxo... RXN SMILES: [CH3:1][C:2](=[CH2:27])[CH:3]([N:8]1[C:11](=[O:12])[CH:10]([N:13]2[C:17](=[O:18])[C:16]3=[CH:19][CH:20]=[CH:21][CH:22]=[C:15]3[C:14]2=[O:23])[CH:9]1[S:24](Cl)=[O:25])[C:4]([O:6][CH3:7])=[O:5]>C(OCC)(=O)C>[C:17]1(=[O:18])[N:13]([CH:10]2[C:11](=[O:12])[N:8]3[CH:3]([C:4]([O:6][CH3:7])=[O:5])[C:2](=[CH2:27])[CH2:1][S:24](=[O:25])[C@H:9]23)[C:14](=[O:23])[C:15]2=[CH:22][CH:21]=[CH:20][CH:19]=[C:16]12. Isolated yield 27.4%. Product: C1(C=2C(C(N1C1[C@@H]3N(C(C(CS3=O)=C)C(=O)OC)C1=O)=O)=CC=CC2)=O (methyl 7-phthalimido-3-methylenecepham-4-carboxylate 1-oxide). Starting materials: CC(C(C(=O)OC)N1C(C(C1=O)N1C(C=2C(C1=O)=CC=CC2)=O)S(=O)Cl)=C (Methyl 3-methyl-2-(2-chlorosulfinyl-4-oxo-3-phthalimido-1-azetidinyl)-3-butenoate), polyphosphoric acid, Ice water. Run in C(C)(=O)OCC (ethyl acetate). Procedure: Methyl 3-methyl-2-(2-chlorosulfinyl-4-oxo-3-phthalimido-1-azetidinyl)-3-butenoate (0.20 g.) was stirred in about 27 g. of polyphosphoric acid for 20 minutes. Ice water and ethyl acetate (25 ml.) was added to the reaction mixture. The organic layer was separated and washed successively with water, aqueous sodium bicarbonate, and brine, dried (MgSO4), and evaporated in vacuo to dryness to give methyl 7-phthalimido-3-methylenecepham-4-carboxylate 1-oxide (0.05 g.) as a white foam.